Dataset: the Open Reaction Database (ORD), a public repository of structured organic reaction records. Task: describe an organic reaction: reactants, conditions, products, and yield Starting materials: [N+](=O)(O)[O-] (nitric acid), C(C)(=O)OC(C)=O (acetic anhydride), CC1=CC=C(S1)C(=O)O (5-methyl-2-thiophene carboxylic acid). Conditions: temperature -78 celsius, time 1 hour. Yields the product CC1=C(C=C(S1)C(=O)O)[N+](=O)[O-] (5-methyl-4-nitro-2-thiophene carboxylic acid). The yield is 69.8%. Reaction SMILES: [N+:1]([O-:4])(O)=[O:2].C(OC(=O)C)(=O)C.[CH3:12][C:13]1[S:17][C:16]([C:18]([OH:20])=[O:19])=[CH:15][CH:14]=1>>[CH3:12][C:13]1[S:17][C:16]([C:18]([OH:20])=[O:19])=[CH:15][C:14]=1[N+:1]([O-:4])=[O:2]. Procedure details: Under N2, fuming nitric acid (4.7 mL, 112.0 mmol) was added slowly over 10 min to acetic anhydride (16.6 mL, 175.6 mmol) cooled in a dry ice/acetone bath to −78° C. 5-methyl-2-thiophene carboxylic acid (5.0 g, 35.2 mmol) was added in 1 g portions over 10 min to the solution. The reaction was kept at −20° C. for 1 h before quenching over ice. The yellow solid was filtered off and washed with water (200 mL). The crude product was recrystallized from 95% EtOH to give 5-methyl-4-nitro-2-thiophene ca... The solvent is CS(=O)C (DMSO), CS(=O)C (DMSO). Reactants: ClC1=CC=C(C(=O)C2=C3C(=C(NC3=CC=C2OC)C)CCO)C=C1 (2-(4-chlorobenzoyl-5-methoxy-2-methylindol-3-yl) ethanol), C1(CCCCC1)N=C=NC1CCCCC1 (dicyclohexylcarbodiimide), OP(=O)(O)O (H3PO4), C(C)OCC (Diethyl ether). Product: ClC1=CC=C(C(=O)C2=C3C(=C(NC3=CC=C2OC)C)CC=O)C=C1 ((4-chlorobenzoyl-5-methoxy-2-methylindol-3-yl) acetaldehyde). RXN SMILES: [Cl:1][C:2]1[CH:24]=[CH:23][C:5]([C:6]([C:8]2[C:16]([O:17][CH3:18])=[CH:15][CH:14]=[C:13]3[C:9]=2[C:10]([CH2:20][CH2:21][OH:22])=[C:11]([CH3:19])[NH:12]3)=[O:7])=[CH:4][CH:3]=1.C1(N=C=NC2CCCCC2)CCCCC1.OP(O)(O)=O.C(OCC)C>CS(C)=O>[Cl:1][C:2]1[CH:24]=[CH:23][C:5]([C:6]([C:8]2[C:16]([O:17][CH3:18])=[CH:15][CH:14]=[C:13]3[C:9]=2[C:10]([CH2:20][CH:21]=[O:22])=[C:11]([CH3:19])[NH:12]3)=[O:7])=[CH:4][CH:3]=1. Procedure details: To a mixture in dry DMSO (11.6 mL) of 2-(4-chlorobenzoyl-5-methoxy-2-methylindol-3-yl) ethanol (2.0 g, 5.8 mmol), prepared as in step 1, and dicyclohexylcarbodiimide (DCC) (1.6 g. 7.8 mmol) was added 1.0 M H3PO4 in DMSO (1.0 mL) and the reaction mixture was stirred at room temperature for 48 hours. Diethyl ether (100 mL) was added and the solid dicyclohexylurea byproduct was removed by filtration. The filtrate was washed with water, dried over MgSO4, filtered, and evaporated in vacuo. The crude ... Yield: 95.8%. Conditions: time 48 hour. Reactants: C1(CCCCC1)NC1=NC(N(C12CCN(CC2)CC=2C=C(C=CC2)B(O)O)C2=CC(=CC=C2)F)=O (3-{[4-(cyclohexylamino)-1-(3-fluorophenyl)-2-oxo-1,3,8-triazaspiro[4.5]dec-3-en-8-yl]methyl}phenylboronic acid), BrC=1C=NC=CC1C (3-bromo-4-methylpyridine), CC1=C(C=C(C(=C1)C)P(C1=CC(=C(C=C1C)C)S(=O)(=O)[O-])C1=CC(=C(C=C1C)C)S(=O)(=O)[O-])S(=O)(=O)[O-] (Tris(4,6-dimethyl-3sulfonatophenyl)phosphine), C([O-])([O-])=O.[Na+].[Na+] (sodium carbonate). The reagents and catalysts are CC(=O)O.CC(=O)O.[Pd] (palladium II acetate). Solvent: CC#N (CH3CN), O (H2O). Conditions: temperature 120 celsius. Yields the product C1(CCCCC1)NC1=NC(N(C12CCN(CC2)CC2=CC(=CC=C2)C=2C=NC=CC2C)C2=CC(=CC=C2)F)=O (4-(cyclohexylamino)-1-(3-fluorophenyl)-8-[3-(4-methylpyridin-3-yl)benzyl]-1,3,8-triazaspiro[4.5]dec-3-en-2-one). As a reaction SMILES: [CH:1]1([NH:7][C:8]2[C:12]3([CH2:17][CH2:16][N:15]([CH2:18][C:19]4[CH:20]=[C:21](B(O)O)[CH:22]=[CH:23][CH:24]=4)[CH2:14][CH2:13]3)[N:11]([C:28]3[CH:33]=[CH:32][CH:31]=[C:30]([F:34])[CH:29]=3)[C:10](=[O:35])[N:9]=2)[CH2:6][CH2:5][CH2:4][CH2:3][CH2:2]1.Br[C:37]1[CH:38]=[N:39][CH:40]=[CH:41][C:42]=1[CH3:43].CC1C=C(C)C(P(C2C(C)=CC(C)=C(S([O-])(=O)=O)C=2)C2C(C)=CC(C)=C(S([O-])(=O)=O)C=2)=CC=1S([O-])(=O)=O.C(=O)([O-])[O-].[Na+].[Na+]>CC#N.CC(O)=O.CC(O)=O.[Pd].O>[CH:1]1([NH:7][C:8]2[C:12]3([CH2:17][CH2:16][N:15]([CH2:18][C:19]4[CH:24]=[CH:23][CH:22]=[C:21]([C:37]5[CH:38]=[N:39][CH:40]=[CH:41][C:42]=5[CH3:43])[CH:20]=4)[CH2:14][CH2:13]3)[N:11]([C:28]3[CH:33]=[CH:32][CH:31]=[C:30]([F:34])[CH:29]=3)[C:10](=[O:35])[N:9]=2)[CH2:6][CH2:5][CH2:4][CH2:3][CH2:2]1 |f:3.4.5,7.8.9|. Procedure: To a solution of 0.100 g (0.209 mmol) 3-{[4-(cyclohexylamino)-1-(3-fluorophenyl)-2-oxo-1,3,8-triazaspiro[4.5]dec-3-en-8-yl]methyl}phenylboronic acid (7-1) in 1 mL CH3CN:H2O was added 0.030 g (0.174 mmol) 3-bromo-4-methylpyridine and 0.007 g (0.011 mmol) Tris(4,6-dimethyl-3sulfonatophenyl)phosphine and 0.001 g (0.004 mmol) palladium II acetate and 0.037 g (0.349 mmol) sodium carbonate. The reaction was heated in the microwave at 120° C. for 20 mins. Purification by preparative HPLC (5-95% CH3CN/H...